Dataset: the Open Reaction Database (ORD), a public repository of structured organic reaction records. Task: describe an organic reaction: reactants, conditions, products, and yield Reactants: C(#C)C1(CN(CCC1)C(=O)OC(C)(C)C)C (tert-butyl 3-ethynyl-3-methylpiperidine-1-carboxylate), Cl (hydrogen chloride), O1CCOCC1 (1,4-dioxane). The solvent is ClCCl (dichloromethane). Run at time 2 hour. Product: Cl.C(#C)C1(CNCCC1)C (3-ethynyl-3-methylpiperidine hydrochloride). Reaction SMILES: [C:1]([C:3]1([CH3:16])[CH2:8][CH2:7][CH2:6][N:5](C(OC(C)(C)C)=O)[CH2:4]1)#[CH:2].[ClH:17].O1CCOCC1>ClCCl>[ClH:17].[C:1]([C:3]1([CH3:16])[CH2:8][CH2:7][CH2:6][NH:5][CH2:4]1)#[CH:2] |f:4.5|. Procedure details: To a stirred solution of tert-butyl 3-ethynyl-3-methylpiperidine-1-carboxylate (0.50 g, 2.24 mmol) in dichloromethane (10 mL) was added a solution of hydrogen chloride in 1,4-dioxane (3.0M, 5.0 mL, 15.00 mmol). The resulting solution was allowed to stir at room temperature. After 2 h, the mixture was concentrated to provide 0.34 g (95%) of 3-ethynyl-3-methylpiperidine hydrochloride (340 mg, 95%) as a white solid. Reactants: N1=C(Cl)N=C(Cl)N=C1Cl (cyanuric chloride), C(=O)=O.CC(=O)C (dry-ice acetone), C12CNCC(CC1)CC2 (3-azabicyclo[3.2.2]nonane), [OH-].[Na+] (NaOH). The solvent is O (water), CC(=O)C (acetone), O (water), CC(=O)C (acetone). Run at temperature -10 celsius, time 15 minute. Product: ClC1=NC(=NC(=N1)Cl)N1CC2CCC(C1)CC2 (3-(4,6-dichloro-s-triazin-yl)-3-azabicyclo[3.2.2]nonane). As a reaction SMILES: [N:1]1[C:8]([Cl:9])=[N:7][C:5](Cl)=[N:4][C:2]=1[Cl:3].[CH:10]12[CH2:18][CH2:17][CH:14]([CH2:15][CH2:16]1)[CH2:13][NH:12][CH2:11]2.[OH-].[Na+].C(=O)=O.CC(C)=O>O.CC(C)=O>[Cl:9][C:8]1[N:1]=[C:2]([Cl:3])[N:4]=[C:5]([N:12]2[CH2:13][CH:14]3[CH2:17][CH2:18][CH:10]([CH2:16][CH2:15]3)[CH2:11]2)[N:7]=1 |f:2.3,4.5|. Procedure details: Two hundred and eighty grams (1.5 mole) of cyanuric chloride is dissolved in 1.4 l. of acetone, then 1.8 l. of water is added and the mixture cooled to -10° C. using a dry-ice/acetone bath. 130 g. (1.0 mole) of 3-azabicyclo[3.2.2]nonane slurried in 200 ml. of acetone is then added all at once and the reaction is allowed to stir at -10° C. for 15 minutes. 100 ml. of 10 N NaOH is then added all at once giving rise to a small exotherm. After cooling to -10° C. using the dry-ice/acetone bath, the re... Starting materials: NO (hydroxylamine), C([O-])([O-])=O.[Cs+].[Cs+] (Cesium carbonate), BrC=1C=CC(=C(C1)C(C(C)C)=O)O (1-(5-Bromo-2-hydroxyphenyl)-2-methylpropan-1-one), C(C)(=O)OC(C)=O (Acetic anhydride). Reagents/catalysts: CC(=O)O (HOAc). Solvent: CCO (EtOH). Conditions: temperature 80 celsius, time 45 minute. The product is BrC=1C=CC2=C(C(=NO2)C(C)C)C1 (5-Bromo-3-isopropylbenzo[d]isoxazole). Yield: 14.8%. RXN SMILES: [Br:1][C:2]1[CH:3]=[CH:4][C:5]([OH:13])=[C:6]([C:8](=O)[CH:9]([CH3:11])[CH3:10])[CH:7]=1.[NH2:14]O.C(OC(=O)C)(=O)C.C(=O)([O-])[O-].[Cs+].[Cs+]>CCO.CC(O)=O>[Br:1][C:2]1[CH:3]=[CH:4][C:5]2[O:13][N:14]=[C:8]([CH:9]([CH3:11])[CH3:10])[C:6]=2[CH:7]=1 |f:3.4.5|. Procedure: 1-(5-Bromo-2-hydroxyphenyl)-2-methylpropan-1-one (0.82 g, 3.37 mmol) was dissolved in EtOH (10 mL) then hydroxylamine (50% solution in water, 0.267 g, 4.05 mmol) was added followed by HOAc (1 drop). The mixture was heated to about 80° C. for about 2 h. The mixture was cooled then evaporated under reduced pressure to give an oil. Acetic anhydride (2 mL, 20 mmol) was added and the mixture was stirred for about 45 min at ambient temperature. The mixture was concentrated under reduced pressure then ...